This data is from the Open Reaction Database (ORD), a public repository of structured organic reaction records. The task is: describe an organic reaction: reactants, conditions, products, and yield Product: C(C)OC(=O)C1CC2=C(N=C(S2)NC(=N)N)CC1 (2-guanidino-4,5,6,7-tetrahydro-benzothiazole-6-carboxylic acid ethyl ester). Reaction SMILES: [CH2:1]([O:3][C:4]([CH:6]1[CH2:11][CH2:10][C:9](=O)[CH:8](Br)[CH2:7]1)=[O:5])[CH3:2].[C:14]([NH2:20])([NH2:19])=[N:15][C:16]([NH2:18])=[S:17]>>[CH2:1]([O:3][C:4]([CH:6]1[CH2:11][CH2:10][C:9]2[N:18]=[C:16]([NH:15][C:14]([NH2:20])=[NH:19])[S:17][C:8]=2[CH2:7]1)=[O:5])[CH3:2]. The reactants are C(C)OC(=O)C1CC(C(CC1)=O)Br (3-bromo-4-oxo-cyclohexane carboxylic acid ethyl ester), C(=NC(=S)N)(N)N (2-imino-4-thiobiuret). Reported procedure: Analogously to the preparation of Example C-01, 3-bromo-4-oxo-cyclohexane carboxylic acid ethyl ester is reacted with 2-imino-4-thiobiuret to form the title compound. Starting materials: [AlH4-], CCn1nc(NCc2ccc(F)cc2)cc1C(=O)OC, [Li+], [Na+], [Na+], C1CCOC1, O, O, O, O, O, O, O, O, O, O, O=S(=O)([O-])[O-]. The product is CCn1nc(NCc2ccc(F)cc2)cc1C=O. As a reaction SMILES: [AlH4-:22].[CH3:1][O:2][C:3](=[O:4])[c:5]1[n:6]([CH2:19][CH3:20])[n:7][c:8]([NH:10][CH2:11][c:12]2[cH:13][cH:14][c:15]([F:18])[cH:16][cH:17]2)[cH:9]1.[Li+:21].[Na+:38].[Na+:39].[O:40]1[CH2:41][CH2:42][CH2:43][CH2:44]1.[OH2:23].[OH2:24].[OH2:25].[OH2:26].[OH2:27].[OH2:28].[OH2:29].[OH2:30].[OH2:31].[OH2:32].[S:33]([O-:34])([O-:35])(=[O:36])=[O:37]>>[O:2]=[CH:3][c:5]1[n:6]([CH2:19][CH3:20])[n:7][c:8]([NH:10][CH2:11][c:12]2[cH:13][cH:14][c:15]([F:18])[cH:16][cH:17]2)[cH:9]1. Reactants: C(C)(C)(C)OC(=O)N1CC2=CC=CC=C2C[C@H]1C=O ((S)-3-formyl-3,4-dihydro-1H-isoquinoline-2-carboxylic acid tert-butyl ester), C[Si](C)(C)[N-][Si](C)(C)C.[K+] (KHMDS). Reagents/catalysts: [Br-].C[P+](C1=CC=CC=C1)(C1=CC=CC=C1)C1=CC=CC=C1 (methyltriphenylphosphonium bromide). The solvent is C1CCOC1 (THF), C1CCOC1 (THF). Run at time 1.5 hour. The product is C(C)(C)(C)OC(=O)N1CC2=CC=CC=C2C[C@H]1C=C ((S)-3-Vinyl-3,4-dihydro-1H-isoquinoline-2-carboxylic Acid Tert-butyl Ester). Reaction SMILES: [CH3:1][Si]([N-][Si](C)(C)C)(C)C.[K+].[C:11]([O:15][C:16]([N:18]1[C@H:27]([CH:28]=O)[CH2:26][C:25]2[C:20](=[CH:21][CH:22]=[CH:23][CH:24]=2)[CH2:19]1)=[O:17])([CH3:14])([CH3:13])[CH3:12]>[Br-].C[P+](C1C=CC=CC=1)(C1C=CC=CC=1)C1C=CC=CC=1.C1COCC1>[C:11]([O:15][C:16]([N:18]1[C@H:27]([CH:28]=[CH2:1])[CH2:26][C:25]2[C:20](=[CH:21][CH:22]=[CH:23][CH:24]=2)[CH2:19]1)=[O:17])([CH3:14])([CH3:13])[CH3:12] |f:0.1,3.4|. Procedure: To a solution of methyltriphenylphosphonium bromide (2.07 g, 5.8 mmol) in THF (20 mL) at −78° C. is added KHMDS (11.0 mL, 5.5 mmol) and the mixture is stirred for 1.5 h. A solution of (S)-3-formyl-3,4-dihydro-1H-isoquinoline-2-carboxylic acid tert-butyl ester (0.94 g, 3.6 mmol) in THF (10 mL) is added and the solution stirred at −78-C for 1.5 h before warming to RT. The reaction is quenched with water (10 mL) and extracted with EtOAc (2×30 mL). The organic extracts are washed with 1N HCl (3×35 m...